This data is from the Open Reaction Database (ORD), a public repository of structured organic reaction records. The task is: describe an organic reaction: reactants, conditions, products, and yield Starting materials: CC(C)(C)[O-].[K+] (t-BuOK), ice water, ClC=1C=C(C=CC1Cl)O (3,4-dichlorophenol), C(C)S(=O)(=O)C1=NC=C(C=C1)S(=O)(=O)CC (2,5-bis(ethylsulfonyl)pyridine). Run in C1CCOC1 (THF), CS(=O)C (DMSO). Yields the product ClC=1C=C(OC2=NC=C(C=C2)S(=O)(=O)CC)C=CC1Cl (2-(3,4-dichlorophenoxy)-5-(ethylsulfonyl)pyridine). Reaction SMILES: CC([O-])(C)C.[K+].[Cl:7][C:8]1[CH:9]=[C:10]([OH:15])[CH:11]=[CH:12][C:13]=1[Cl:14].C(S([C:21]1[CH:26]=[CH:25][C:24]([S:27]([CH2:30][CH3:31])(=[O:29])=[O:28])=[CH:23][N:22]=1)(=O)=O)C>C1COCC1.CS(C)=O>[Cl:7][C:8]1[CH:9]=[C:10]([CH:11]=[CH:12][C:13]=1[Cl:14])[O:15][C:21]1[CH:26]=[CH:25][C:24]([S:27]([CH2:30][CH3:31])(=[O:28])=[O:29])=[CH:23][N:22]=1 |f:0.1|. Procedure: To 6.7 g of t-BuOK in a mixture of 50 ml of THF and 50 ml of DMSO was added 8.2 g of 3,4-dichlorophenol and then 7.9 g of 2,5-bis(ethylsulfonyl)pyridine, and the resulting mixture heated at 55° C. for 3 hrs. The reaction mixture was cooled and then poured into ice-water. A precipitate formed which was collected by filtration and then washed with water. The recovered solid was then dissolved in CH2Cl2 and dried over MgSO4. The solution was diluted with an equal volume of hexane and treated with s... Reactants: [OH-].[Na+] (sodium hydroxide), NC=1N=C(NC1)C(=O)OCC (ethyl 4-amino-1H-imidazol-2-carboxylate). Solvent: C(C)O (ethanol). The product is NC=1N=C(NC1)C(=O)O (4-Amino-1H-imidazol-2-carboxylic acid). The yield is 91.5%. RXN SMILES: [NH2:1][C:2]1[N:3]=[C:4]([C:7]([O:9]CC)=[O:8])[NH:5][CH:6]=1.[OH-].[Na+]>C(O)C>[NH2:1][C:2]1[N:3]=[C:4]([C:7]([OH:9])=[O:8])[NH:5][CH:6]=1 |f:1.2|. Reported procedure: A solution of ethyl 4-amino-1H-imidazol-2-carboxylate (2.0 g, 12.9 mmol) (E. Gomez, C. Avendano and A. McKillop, Tetrahedron 1986, 42, 2635) in ethanol (50 ml) and 1M aqueous sodium hydroxide (14 ml) was refluxed for 20 minutes. The reaction mixture was concentrated to 20 ml and the pH of the solution adjusted to 5 with concentrated hydrogen chloride. The solid which precipitated, collected by filtration and washed with ethanol and ether to give the title compound (1.5 g, 32%). NMR: δ 7.07 (s, 1... Reactants: [Br-], CC(C)(C)[O-], [Cl-], FCCCC[P+](c1ccccc1)(c1ccccc1)c1ccccc1, [K+], [NH4+], CC(C)(C)OC(=O)NC1CCC(=O)CC1, C1CCOC1. The product is CC(C)(C)OC(=O)NC1CCC(=CCCCF)CC1. Reaction SMILES: [Br-:7].[CH3:1][C:2]([CH3:3])([O-:4])[CH3:5].[Cl-:47].[F:8][CH2:9][CH2:10][CH2:11][CH2:12][P+:13]([c:14]1[cH:15][cH:16][cH:17][cH:18][cH:19]1)([c:20]1[cH:21][cH:22][cH:23][cH:24][cH:25]1)[c:26]1[cH:27][cH:28][cH:29][cH:30][cH:31]1.[K+:6].[NH4+:48].[O:32]=[C:33]1[CH2:34][CH2:35][CH:36]([NH:39][C:40]([O:41][C:42]([CH3:43])([CH3:44])[CH3:45])=[O:46])[CH2:37][CH2:38]1.[O:49]1[CH2:50][CH2:51][CH2:52][CH2:53]1>>[F:8][CH2:9][CH2:10][CH2:11][CH:12]=[C:33]1[CH2:34][CH2:35][CH:36]([NH:39][C:40]([O:41][C:42]([CH3:43])([CH3:44])[CH3:45])=[O:46])[CH2:37][CH2:38]1. Starting materials: O=C1C2=C(CCC3=C1C=CC(=C3)C(C(=O)Cl)C)C=CC=C2 (2-(5-oxo-10,11-dihydrodibenzo[a,d]cyclohepten-2-yl)propionyl chloride), CNC (dimethylamine). Product: O=C1C2=C(CCC3=C1C=CC(=C3)C(C(=O)N(C)C)C)C=CC=C2 (2-(5-oxo-10,11-dihydrodibenzo[a,d]cyclohepten-2-yl)-N,N-dimethylpropionamide). The yield is 97.2%. RXN SMILES: [O:1]=[C:2]1[C:8]2[CH:9]=[CH:10][C:11]([CH:13]([CH3:17])[C:14](Cl)=[O:15])=[CH:12][C:7]=2[CH2:6][CH2:5][C:4]2[CH:18]=[CH:19][CH:20]=[CH:21][C:3]1=2.[CH3:22][NH:23][CH3:24]>>[O:1]=[C:2]1[C:8]2[CH:9]=[CH:10][C:11]([CH:13]([CH3:17])[C:14]([N:23]([CH3:24])[CH3:22])=[O:15])=[CH:12][C:7]=2[CH2:6][CH2:5][C:4]2[CH:18]=[CH:19][CH:20]=[CH:21][C:3]1=2. Procedure details: Following the procedure of Example 6 but starting with 2-(5-oxo-10,11-dihydrodibenzo[a,d]cyclohepten-2-yl)propionyl chloride (10 g.) and dimethylamine (4.5 g.), 2-(5-oxo-10,11-dihydrodibenzo[a,d]cyclohepten-2-yl)-N,N-dimethylpropionamide (10 g.) is obtained in the form of an oil. Reactants: FC(C(=O)O)(F)F (trifluoroacetic acid), COC1=CC=C(CN(S(=O)(=O)C=2C=CC3=C(OCCN3)C2)C=2SC=CN2)C=C1 (N-(4-methoxybenzyl)-N-(thiazol-2-yl)-3,4-dihydro-2H-benzo[b][1,4]oxazine-7-sulfonamide), COC1=CC=C(CN(S(=O)(=O)C=2C=CC3=C(OCCN3)C2)C=2SC=CN2)C=C1 (N-(4-methoxybenzyl)-N-(thiazol-2-yl)-3,4-dihydro-2H-benzo[b][1,4]oxazine-7-sulfonamide), BrC1=C(C#N)C=C(C=C1)OC (2-bromo-5-methoxybenzonitrile), CC1(C2=C(C(=CC=C2)P(C3=CC=CC=C3)C4=CC=CC=C4)OC5=C(C=CC=C51)P(C6=CC=CC=C6)C7=CC=CC=C7)C (Xantphos), CC(C)([O-])C.[Na+] (sodium tert-butoxide). Reagents/catalysts: C=1C=CC(=CC1)/C=C/C(=O)/C=C/C2=CC=CC=C2.C=1C=CC(=CC1)/C=C/C(=O)/C=C/C2=CC=CC=C2.C=1C=CC(=CC1)/C=C/C(=O)/C=C/C2=CC=CC=C2.[Pd].[Pd] (Pd2(dba)3). The solvent is C1(=CC=CC=C1)C (Toluene). Reaction conditions: temperature 130 celsius, time 2 hour. Yields the product FC(C(=O)O)(F)F.C(#N)C1=C(C=CC(=C1)OC)N1C2=C(OCC1)C=C(C=C2)S(=O)(=O)NC=2SC=CN2 (4-(2-Cyano-4-Methoxyphenyl)-N-(Thiazol-2-Yl)-3,4-Dihydro-2H-Benzo[B][1,4]Oxazine-7-Sulfonamide 2,2,2-Trifluoroacetate). Reaction SMILES: COC1C=CC(C[N:8]([C:22]2[S:23][CH:24]=[CH:25][N:26]=2)[S:9]([C:12]2[CH:13]=[CH:14][C:15]3[NH:20][CH2:19][CH2:18][O:17][C:16]=3[CH:21]=2)(=[O:11])=[O:10])=CC=1.Br[C:30]1[CH:37]=[CH:36][C:35]([O:38][CH3:39])=[CH:34][C:31]=1[C:32]#[N:33].CC1(C)C2C(=C(P(C3C=CC=CC=3)C3C=CC=CC=3)C=CC=2)OC2C(P(C3C=CC=CC=3)C3C=CC=CC=3)=CC=CC1=2.CC(C)([O-])C.[Na+].[F:88][C:89]([F:94])([F:93])[C:90]([OH:92])=[O:91]>C1(C)C=CC=CC=1.C1C=CC(/C=C/C(/C=C/C2C=CC=CC=2)=O)=CC=1.C1C=CC(/C=C/C(/C=C/C2C=CC=CC=2)=O)=CC=1.C1C=CC(/C=C/C(/C=C/C2C=CC=CC=2)=O)=CC=1.[Pd].[Pd]>[F:88][C:89]([F:94])([F:93])[C:90]([OH:92])=[O:91].[C:32]([C:31]1[CH:34]=[C:35]([O:38][CH3:39])[CH:36]=[CH:37][C:30]=1[N:20]1[CH2:19][CH2:18][O:17][C:16]2[CH:21]=[C:12]([S:9]([NH:8][C:22]3[S:23][CH:24]=[CH:25][N:26]=3)(=[O:10])=[O:11])[CH:13]=[CH:14][C:15]1=2)#[N:33] |f:3.4,7.8.9.10.11,12.13|. Reported procedure: A microwave vial was charged with N-(4-methoxybenzyl)-N-(thiazol-2-yl)-3,4-dihydro-2H-benzo[b][1,4]oxazine-7-sulfonamide (INTERMEDIATE M, 0.125 g, 0.299 mmol), 2-bromo-5-methoxybenzonitrile (ASDI, 0.111 g, 0.524 mmol), Xantphos (0.035 g, 0.060 mmol), Pd2(dba)3 (0.027 g, 0.030 mmol) and sodium tert-butoxide (0.058 g, 0.599 mmol). The mixture was diluted with Toluene (2.00 ml), and purged with nitrogen, and heated at 130° C. in the microwave for 30 minutes. After cooling to RT, trifluoroacetic aci... Starting materials: Cl (HCl), C(C)(C)(C)OC(=O)N1CCC(CC1)C1=C(C=CC=C1)SC1=CNC2=CC=CC=C12 (4-[2-(1H-indol-3-ylsulfanyl)-phenyl]-piperidine-1-carboxylic acid tert-butyl ester), C(=O)(O)[O-].[Na+] (NaHCO3). Solvent: C(C)OCC (diethyl ether). The product is N1CCC(CC1)C1=C(C=CC=C1)SC1=CNC2=CC=CC=C12 (3-(2-piperidin-4-yl-phenylsulfanyl)-1H-indole). RXN SMILES: Cl.C(OC([N:9]1[CH2:14][CH2:13][CH:12]([C:15]2[CH:20]=[CH:19][CH:18]=[CH:17][C:16]=2[S:21][C:22]2[C:30]3[C:25](=[CH:26][CH:27]=[CH:28][CH:29]=3)[NH:24][CH:23]=2)[CH2:11][CH2:10]1)=O)(C)(C)C.C([O-])(O)=O.[Na+]>C(OCC)C>[NH:9]1[CH2:14][CH2:13][CH:12]([C:15]2[CH:20]=[CH:19][CH:18]=[CH:17][C:16]=2[S:21][C:22]2[C:30]3[C:25](=[CH:26][CH:27]=[CH:28][CH:29]=3)[NH:24][CH:23]=2)[CH2:11][CH2:10]1 |f:2.3|. Procedure: 1.58 g 4-(2-Triisopropylsilanylsulfanyl-phenyl)-piperidine-1-carboxylic acid tert-butyl ester (3.51 mmol) in 10 mL THF was added to 1.21 g tetrabutylammonium fluoride dihydrate (3.85 mmol) in 5 mL THF at 0° C. The reaction mixture was stirred 1 hour at 0° C., filtered through a plug of silica (eluted with EtOAc/heptane 1:1) and concentrated in vacuo. The residue was redissolved in 14 mL THF. 2 mL of this solution (≈0.5 mmol) was added to 67 mg N-chloro succinimide (0.50 mmol) in 2 mL 1,2-dichlor... The reactants are C(C1=CC=CC=C1)OC=1C=CC2=C(C=C(O2)C(CC)(CC)C2=CC(=C(OCC(C(C)(C)C)=O)C=C2)C)C1 (1-{4-[1-(5-Benzyloxy-benzofuran-2-yl)-1-ethyl-propyl]-2-methyl-phenoxy}-3,3-dimethyl-butan-2-one). Reagents/catalysts: [Pd] (Pd—C). Product: C(C)C(CC)(C=1OC2=C(C1)C=C(C=C2)O)C2=CC(=C(OCC(C(C)(C)C)=O)C=C2)C (1-{4-[1-Ethyl-1-(5-hydroxy-benzofuran-2-yl)-propyl]-2-methyl-phenoxy}-3,3-dimethyl-butan-2-one). The yield is 95.3%. RXN SMILES: C([O:8][C:9]1[CH:10]=[CH:11][C:12]2[O:16][C:15]([C:17]([C:22]3[CH:35]=[CH:34][C:25]([O:26][CH2:27][C:28](=[O:33])[C:29]([CH3:32])([CH3:31])[CH3:30])=[C:24]([CH3:36])[CH:23]=3)([CH2:20][CH3:21])[CH2:18][CH3:19])=[CH:14][C:13]=2[CH:37]=1)C1C=CC=CC=1>[Pd]>[CH2:18]([C:17]([C:22]1[CH:35]=[CH:34][C:25]([O:26][CH2:27][C:28](=[O:33])[C:29]([CH3:30])([CH3:32])[CH3:31])=[C:24]([CH3:36])[CH:23]=1)([C:15]1[O:16][C:12]2[CH:11]=[CH:10][C:9]([OH:8])=[CH:37][C:13]=2[CH:14]=1)[CH2:20][CH3:21])[CH3:19]. Reported procedure: 1-{4-[1-(5-Benzyloxy-benzofuran-2-yl)-1-ethyl-propyl]-2-methyl-phenoxy}-3,3-dimethyl-butan-2-one (3.20 g, 6.42 mmol) and Pd—C (0.20 g) are reacted under hydrogen analogous to Example 18-F to give the title compound (2.50 g, 95%). Starting materials: ClC=1C=C(C=CC1C(C(C(F)(F)F)(C=1C=NC2=CC=CC=C2C1)O)C)O (3-chloro-4-(3,3,3-trifluoro-2-hydroxy-1-methyl-2-quinolin-3-yl-propyl)-phenol), COC(CC1=CC=C(C=C1)CBr)=O ((4-bromomethyl-phenyl)-acetic acid methyl ester). The product is COC(CC1=CC=C(C=C1)COC1=CC(=C(C=C1)C(C(C(F)(F)F)(C=1C=NC2=CC=CC=C2C1)O)C)Cl)=O ({4-[3-Chloro-4-(3,3,3-trifluoro-2-hydroxy-1-methyl-2-quinolin-3-yl-propyl)-phenoxymethyl]-phenyl}-acetic acid methyl ester). RXN SMILES: [Cl:1][C:2]1[CH:3]=[C:4]([OH:26])[CH:5]=[CH:6][C:7]=1[CH:8]([CH3:25])[C:9]([OH:24])([C:14]1[CH:15]=[N:16][C:17]2[C:22]([CH:23]=1)=[CH:21][CH:20]=[CH:19][CH:18]=2)[C:10]([F:13])([F:12])[F:11].[CH3:27][O:28][C:29](=[O:39])[CH2:30][C:31]1[CH:36]=[CH:35][C:34]([CH2:37]Br)=[CH:33][CH:32]=1>>[CH3:27][O:28][C:29](=[O:39])[CH2:30][C:31]1[CH:32]=[CH:33][C:34]([CH2:37][O:26][C:4]2[CH:5]=[CH:6][C:7]([CH:8]([CH3:25])[C:9]([OH:24])([C:14]3[CH:15]=[N:16][C:17]4[C:22]([CH:23]=3)=[CH:21][CH:20]=[CH:19][CH:18]=4)[C:10]([F:11])([F:13])[F:12])=[C:2]([Cl:1])[CH:3]=2)=[CH:35][CH:36]=1. Reported procedure: In analogy to Example 140, step 6, 3-chloro-4-(3,3,3-trifluoro-2-hydroxy-1-methyl-2-quinolin-3-yl-propyl)-phenol (Example 140, step 5) was reacted with (4-bromomethyl-phenyl)-acetic acid methyl ester to give the title compound as an off-white solid. MS (m/e)=543.7 [M+H+]. Conditions: time 16 hour. Solvent: CO (methanol). Product: N1C(=NCC1)CNC1=C(C=CC=C1)S(=O)(=O)C (N-(4,5-dihydro-1H-imidazol-2-ylmethyl)-2-(methylsulfonyl)aniline), C(\C=C\C(=O)O)(=O)O.N1C(=NCC1)CNC1=C(C=CC=C1)S(=O)(=O)C (N-(4,5-Dihydro-1H-imidazol-2-ylmethyl)-2-(methylsulfonyl)aniline Fumarate). Reactants: C(\C=C\C(=O)O)(=O)O (Fumaric acid), C(C)(=O)OCC (ethyl acetate), N1C(=NCC1)CNC1=C(C=CC=C1)S(=O)(=O)C (N-(4,5-dihydro-1H-imidazol-2-ylmethyl)-2-(methylsulfonyl)aniline), C(\C=C\C(=O)O)(=O)O (fumaric acid), C(C)(=O)OCC (ethyl acetate). Procedure: N-(4,5-Dihydro-1H-imidazol-2-ylmethyl)-2-(methylthio)aniline (16.8 g, 76 mmol) was stirred in methanol (250 mL) and cooled in an ice bath. A solution of m-chloroperoxybenzoic acid (37 g of ˜70 wt %) in methanol (200 mL) was added dropwise over 1 hour while the temperature of the mixture was maintained below 28° C. After 20 minutes, additional m-chloroperoxybenzoic acid (2.0 g) was added and stirring continued for 20 minutes. The reaction mixture was reduced in vacuo to a slurry (˜40 mL volume), ... Yield: 45.0%. RXN SMILES: [C:1]([OH:8])(=[O:7])/[CH:2]=[CH:3]/[C:4]([OH:6])=[O:5].[NH:9]1[CH2:13][CH2:12][N:11]=[C:10]1[CH2:14][NH:15][C:16]1[CH:21]=[CH:20][CH:19]=[CH:18][C:17]=1[S:22]([CH3:25])(=[O:24])=[O:23].C(OCC)(=O)C>CO>[NH:11]1[CH2:12][CH2:13][N:9]=[C:10]1[CH2:14][NH:15][C:16]1[CH:21]=[CH:20][CH:19]=[CH:18][C:17]=1[S:22]([CH3:25])(=[O:24])=[O:23].[C:1]([OH:8])(=[O:7])/[CH:2]=[CH:3]/[C:4]([OH:6])=[O:5].[NH:11]1[CH2:12][CH2:13][N:9]=[C:10]1[CH2:14][NH:15][C:16]1[CH:21]=[CH:20][CH:19]=[CH:18][C:17]=1[S:22]([CH3:25])(=[O:24])=[O:23] |f:5.6|. The product is CCCCOc1ccc(OCCCC)c(C(C)=O)c1. Starting materials: [Al+3], CCCCOc1ccc(OCCCC)cc1, CC(=O)Cl, [Cl-], [Cl-], [Cl-], O. RXN SMILES: [Al+3:22].[CH2:5]([CH2:6][CH2:7][CH3:8])[O:9][c:10]1[cH:11][cH:12][c:13]([O:16][CH2:17][CH2:18][CH2:19][CH3:20])[cH:14][cH:15]1.[CH3:1][C:2]([Cl:3])=[O:4].[Cl-:21].[Cl-:23].[Cl-:24].[OH2:25]>>[CH3:1][C:2](=[O:4])[c:15]1[c:10]([O:9][CH2:5][CH2:6][CH2:7][CH3:8])[cH:11][cH:12][c:13]([O:16][CH2:17][CH2:18][CH2:19][CH3:20])[cH:14]1.